This data is from the Open Reaction Database (ORD), a public repository of structured organic reaction records. The task is: describe an organic reaction: reactants, conditions, products, and yield Reactants: CCOC(=O)N1CCC(O)(Cc2ccc(C)cc2)CC1, CCO, [Na+], [OH-], O. Yields the product Cc1ccc(CC2(O)CCNCC2)cc1. RXN SMILES: [CH2:1]([O:2][C:3](=[O:4])[N:6]1[CH2:7][CH2:8][C:9]([CH2:12][c:13]2[cH:14][cH:15][c:16]([CH3:19])[cH:17][cH:18]2)([OH:20])[CH2:10][CH2:11]1)[CH3:5].[CH3:23][CH2:24][OH:25].[Na+:22].[OH-:21].[OH2:26]>>[NH:6]1[CH2:7][CH2:8][C:9]([CH2:12][c:13]2[cH:14][cH:15][c:16]([CH3:19])[cH:17][cH:18]2)([OH:20])[CH2:10][CH2:11]1. The reactants are [OH-].C(C1=CC=CC=C1)[N+](C)(C)C (Benzyltrimethylammonium hydroxide), ClC(C#C)(C)C (3-chloro-3-methylbutyne), C1(CCCC1)C1=CC=C(C=C1)O (4-Cyclopentylphenol), [OH-].[Na+] (sodium hydroxide). The solvent is O (water), ClCCl (dichloromethane). The product is CC1(OC2=C(C=C1)C=C(C=C2)C2CCCC2)C (2,2-Dimethyl-6-cyclopentyl-2H-1-benzopyran). Reaction SMILES: [CH:1]1([C:6]2[CH:11]=[CH:10][C:9]([OH:12])=[CH:8][CH:7]=2)[CH2:5][CH2:4][CH2:3][CH2:2]1.[OH-].[Na+].[OH-].[CH2:16]([N+](C)(C)C)[C:17]1[CH:22]=CC=[CH:19][CH:18]=1.ClC(C)(C)C#C>O.ClCCl>[CH3:16][C:17]1([CH3:22])[CH:18]=[CH:19][C:10]2[CH:11]=[C:6]([CH:1]3[CH2:2][CH2:3][CH2:4][CH2:5]3)[CH:7]=[CH:8][C:9]=2[O:12]1 |f:1.2,3.4|. Procedure details: 4-Cyclopentylphenol (10.0 g), and sodium hydroxide pellets (3.7 g) were stirred in water (60 ml) and dichloromethane (60 ml). Benzyltrimethylammonium hydroxide (75 ml, 40% solution in methanol) was added to the solution, followed by 3-chloro-3-methylbutyne (12.63 g) and the reaction mixture stirred under retlux condenser, with sonication. The layers were separated, and the aqueous phase extracted with chloroform. The combined organic layers were evaporated, and the residue taken up in ether. The... The product is CCCCCC(C)=CCC=C(C)CC=CCCCCCCCl. Starting materials: [Ba+2], CCCCCC(C)=CCC=C(C)CC#CCCCCCCCl, [H][H], [Pd+2], O=S(=O)([O-])[O-], O=S(=O)([O-])[O-], c1ccncc1. Reaction SMILES: [Ba+2:30].[Cl:1][CH2:2][CH2:3][CH2:4][CH2:5][CH2:6][CH2:7][C:8]#[C:9][CH2:10][C:11](=[CH:12][CH2:13][CH:14]=[C:15]([CH2:16][CH2:17][CH2:18][CH2:19][CH3:20])[CH3:21])[CH3:22].[H:23][H:24].[Pd+2:31].[S:25]([O-:26])([O-:27])(=[O:28])=[O:29].[S:32]([O-:33])([O-:34])(=[O:35])=[O:36].[cH:37]1[cH:38][cH:39][n:40][cH:41][cH:42]1>>[Cl:1][CH2:2][CH2:3][CH2:4][CH2:5][CH2:6][CH2:7][CH:8]=[CH:9][CH2:10][C:11](=[CH:12][CH2:13][CH:14]=[C:15]([CH2:16][CH2:17][CH2:18][CH2:19][CH3:20])[CH3:21])[CH3:22]. The reactants are C(C)(=O)OC1=CC=C(C=C1)C(C1=C(C=CC=C1)NC(=O)C1CCCCC1)C1=CC=C(C=C1)OC(C)=O (N-{2-[Bis(4-acetoxyphenyl)methyl]phenyl}cyclohexanecarboxamide), C(O)([O-])=O.[Na+] (sodium hydrogencarbonate). Run in C(C)O (ethanol). The product is OC1=CC=C(C=C1)C(C1=C(C=CC=C1)NC(=O)C1CCCCC1)C1=CC=C(C=C1)O (N-{2-[Bis(4-hydroxyphenyl)methyl]phenyl}cyclohexanecarboxamide). Isolated yield 57.5%. RXN SMILES: C([O:4][C:5]1[CH:10]=[CH:9][C:8]([CH:11]([C:27]2[CH:32]=[CH:31][C:30]([O:33]C(=O)C)=[CH:29][CH:28]=2)[C:12]2[CH:17]=[CH:16][CH:15]=[CH:14][C:13]=2[NH:18][C:19]([CH:21]2[CH2:26][CH2:25][CH2:24][CH2:23][CH2:22]2)=[O:20])=[CH:7][CH:6]=1)(=O)C.C(=O)([O-])O.[Na+]>C(O)C>[OH:33][C:30]1[CH:29]=[CH:28][C:27]([CH:11]([C:8]2[CH:7]=[CH:6][C:5]([OH:4])=[CH:10][CH:9]=2)[C:12]2[CH:17]=[CH:16][CH:15]=[CH:14][C:13]=2[NH:18][C:19]([CH:21]2[CH2:22][CH2:23][CH2:24][CH2:25][CH2:26]2)=[O:20])=[CH:32][CH:31]=1 |f:1.2|. Reported procedure: To 2.21 g of Compound 101 obtained by Example 101 was added 50 ml of ethanol and 50 ml of saturated aqueous sodium hydrogencarbonate, and the mixture was heated under reflux for 2 hours. After the reaction was completed, the solvent was evaporated under reduced pressure. Precipitated crystals were washed with water and then recrystallized to afford 1.05 g of the desired compound (Compound 120)